Dataset: the Open Reaction Database (ORD), a public repository of structured organic reaction records. Task: describe an organic reaction: reactants, conditions, products, and yield Starting materials: FC=1C=C2C(=NC1)N(N=C2C2=NC=CC(=N2)SC)C(C2=CC=CC=C2)(C2=CC=CC=C2)C2=CC=CC=C2 (5-fluoro-3-(4-(methylthio)pyrimidin-2-yl)-1-trityl-1H-pyrazolo[3,4-b]pyridine), FC=1C=C2C(=NC1)N(N=C2B2OC(C(O2)(C)C)(C)C)C(C2=CC=CC=C2)(C2=CC=CC=C2)C2=CC=CC=C2 (5-fluoro-3-(4,4,5,5-tetramethyl-1,3,2-dioxaborolan-2-yl)-1-trityl-1H-pyrazolo[3,4-b]pyridine), C1=CC(=CC(=C1)Cl)C(=O)OO (mCPBA). Solvent: ClCCl (dichloromethane), ClCCl (dichloromethane). Run at time 30 minute. The product is FC=1C=C2C(=NC1)N(N=C2C2=NC=CC(=N2)S(=O)C)C(C2=CC=CC=C2)(C2=CC=CC=C2)C2=CC=CC=C2 (5-fluoro-3-(4-(methylsulfinyl)pyrimidin-2-yl)-1-trityl-1H-pyrazolo[3,4-b]pyridine). As a reaction SMILES: [F:1][C:2]1[CH:3]=[C:4]2[C:10]([C:11]3[N:16]=[C:15]([S:17][CH3:18])[CH:14]=[CH:13][N:12]=3)=[N:9][N:8]([C:19]([C:32]3[CH:37]=[CH:36][CH:35]=[CH:34][CH:33]=3)([C:26]3[CH:31]=[CH:30][CH:29]=[CH:28][CH:27]=3)[C:20]3[CH:25]=[CH:24][CH:23]=[CH:22][CH:21]=3)[C:5]2=[N:6][CH:7]=1.FC1C=C2C(B3OC(C)(C)C(C)(C)[O:49]3)=NN(C(C3C=CC=CC=3)(C3C=CC=CC=3)C3C=CC=CC=3)C2=NC=1.C1C=C(Cl)C=C(C(OO)=O)C=1>ClCCl>[F:1][C:2]1[CH:3]=[C:4]2[C:10]([C:11]3[N:16]=[C:15]([S:17]([CH3:18])=[O:49])[CH:14]=[CH:13][N:12]=3)=[N:9][N:8]([C:19]([C:26]3[CH:27]=[CH:28][CH:29]=[CH:30][CH:31]=3)([C:32]3[CH:33]=[CH:34][CH:35]=[CH:36][CH:37]=3)[C:20]3[CH:25]=[CH:24][CH:23]=[CH:22][CH:21]=3)[C:5]2=[N:6][CH:7]=1. Procedure: To a cold (0° C.) mixture of 5-fluoro-3-(4-(methylthio)pyrimidin-2-yl)-1-trityl-1H-pyrazolo[3,4-b]pyridine, 135a, (0.70 g, 1.38 mmol) in dichloromethane (10.4 mL) was added mCPBA (0.43 g, 1.93 mmol). After 30 minutes, the mixture was diluted with dichloromethane and washed with 2N NaOH and brine. The organic phase was brine dried over Na2SO4, filtered and stripped down twice with CH3CN to afford 660 mg of desired product that was used without further purification: LCMS Gradient 60-98%, 0.1% form... Reactants: Cl (hydrogen chloride), C(C1=CC=CC=C1)OCC(CO)(O)C (3-benzyloxy-2-methylpropane-1,2-diol), C(C(=O)C)(=O)OCC (ethyl pyruvate), C1=CC=CC=C1 (Benzene). The solvent is O (water). Run at temperature 90 celsius. Yields the product C(C1=CC=CC=C1)OCC1(OC(OC1)(C(=O)OCC)C)C (Ethyl 4-benzyloxymethyl-2,4-dimethyl-1,3-dioxolan-2-carboxylate). RXN SMILES: Cl.[CH2:2]([O:9][CH2:10][C:11]([CH3:15])([OH:14])[CH2:12][OH:13])[C:3]1[CH:8]=[CH:7][CH:6]=[CH:5][CH:4]=1.[C:16]([O:21][CH2:22][CH3:23])(=[O:20])[C:17]([CH3:19])=O.C1C=CC=CC=1>O>[CH2:2]([O:9][CH2:10][C:11]1([CH3:15])[CH2:12][O:13][C:17]([CH3:19])([C:16]([O:21][CH2:22][CH3:23])=[O:20])[O:14]1)[C:3]1[CH:8]=[CH:7][CH:6]=[CH:5][CH:4]=1. Procedure: Dry hydrogen chloride gas was passed into a mixture of 3-benzyloxy-2-methylpropane-1,2-diol (14.9 grams) and ethyl pyruvate (9.15 grams) for 1 hour. The mixture was heated at 90° C for a further 1 hour and then cooled to 50° C. Benzene (100 milliliters) was added to the mixture and the water formed in the reaction was removed azeotropically. The cooled solution was washed with potassium carbonate solution and dried. The solvent was removed under reduced pressure and the residue was fractionally ...